From a dataset of the Open Reaction Database (ORD), a public repository of structured organic reaction records. describe an organic reaction: reactants, conditions, products, and yield The reactants are B(OC)(OC)OC (B(OCH3)3), [C-]#N.[K+] (KCN), [Si](C)(C)(C)C#N (TMSCN). Conditions: temperature 70 celsius. Yields the product [Si](C)(C)(C)C#N (TMSCN), [Si](C)(C)(C)OC (TMSOMe). RXN SMILES: B([O:6][CH3:7])(OC)OC.[C-]#N.[K+].[Si:11]([C:15]#[N:16])([CH3:14])([CH3:13])[CH3:12]>>[Si:11]([C:15]#[N:16])([CH3:14])([CH3:13])[CH3:12].[Si:11]([O:6][CH3:7])([CH3:14])([CH3:13])[CH3:12] |f:1.2|. Reported procedure: B(OCH3)3 (20.0 g, 0.19 mol) and KCN (12.5 g, 0.19 mol) were dissolved in TMSCN (66.8 g, 0.67 mol) and heated at a reflux temperature of 70° C. under protective gas for 18 hours. After cooling, all volatile components (unreacted TMSCN, formed TMSOMe) were distilled off to give powdery K[B(CN)3(OCH3)] in a yield of 27.8 g (92%). The reactants are ClCCCl, CNC, CCN(C(C)C)C(C)C, O=C(COc1ccc(Cl)cc1Cl)Nc1cc(C(=O)O)ccn1, CN(C)C=O, On1nnc2ccccc21. The product is CN(C)C(=O)c1ccnc(NC(=O)COc2ccc(Cl)cc2Cl)c1. Reaction SMILES: [CH2:26]([Cl:27])[CH2:28][Cl:29].[CH3:23][NH:24][CH3:25].[CH:40]([N:41]([CH2:42][CH3:43])[CH:44]([CH3:45])[CH3:46])([CH3:47])[CH3:48].[Cl:1][c:2]1[c:3]([O:4][CH2:5][C:6](=[O:7])[NH:8][c:9]2[cH:10][c:11]([C:12](=[O:13])[OH:14])[cH:15][cH:16][n:17]2)[cH:18][cH:19][c:20]([Cl:22])[cH:21]1.[O:49]=[CH:50][N:51]([CH3:52])[CH3:53].[OH:30][n:31]1[c:32]2[c:33]([cH:34][cH:35][cH:36][cH:37]2)[n:38][n:39]1>>[Cl:1][c:2]1[c:3]([O:4][CH2:5][C:6](=[O:7])[NH:8][c:9]2[cH:10][c:11]([C:12](=[O:14])[N:24]([CH3:23])[CH3:25])[cH:15][cH:16][n:17]2)[cH:18][cH:19][c:20]([Cl:22])[cH:21]1. Product: CCOc1c(-c2cccc3cc(C(C)=CC(=O)O)oc23)cc(C(C)(C)C)cc1C(C)(C)C. The reactants are CCOC(=O)C=C(C)c1cc2cccc(-c3cc(C(C)(C)C)cc(C(C)(C)C)c3OCC)c2o1, C1CCOC1, CO, [Li+], [OH-]. As a reaction SMILES: [CH2:1]([CH3:2])[O:3][C:4]([CH:5]=[C:6]([CH3:7])[c:8]1[cH:9][c:10]2[c:11]([o:12]1)[c:13](-[c:17]1[c:18]([O:31][CH2:32][CH3:33])[c:19]([C:27]([CH3:28])([CH3:29])[CH3:30])[cH:20][c:21]([C:23]([CH3:24])([CH3:25])[CH3:26])[cH:22]1)[cH:14][cH:15][cH:16]2)=[O:34].[CH2:35]1[O:36][CH2:37][CH2:38][CH2:39]1.[CH3:42][OH:43].[Li+:41].[OH-:40]>>[O:3]=[C:4]([CH:5]=[C:6]([CH3:7])[c:8]1[cH:9][c:10]2[c:11]([o:12]1)[c:13](-[c:17]1[c:18]([O:31][CH2:32][CH3:33])[c:19]([C:27]([CH3:28])([CH3:29])[CH3:30])[cH:20][c:21]([C:23]([CH3:24])([CH3:25])[CH3:26])[cH:22]1)[cH:14][cH:15][cH:16]2)[OH:34]. The reactants are FC1=C(C=2CCC(N3C=C(C(C(C23)=C1)=O)C(=O)O)C)Br (9-fluoro-8-bromo-5-methyl-6,7-dihydro-1-oxo-1H,5H-benzo[ij]quinolizine-2-carboxylic acid), N1CCNCC1 (piperazine), CN(P(N(C)C)(N(C)C)=O)C (hexamethylphosphoric triamide), C(C)(=O)O (acetic acid). Run in O (water). The product is Br.N1(CCNCC1)C1=C(C=C2C(C(=CN3C(CCC1=C23)C)C(=O)O)=O)F (8-(1-piperazinyl)-9-fluoro-5-methyl-6,7-dihydro-1-oxo-benzo[ij]quinolizine-2-carboxylic acid hydrobromide). The yield is 71.8%. Reaction SMILES: [F:1][C:2]1[CH:14]=[C:12]2[C:13]3[N:8]([CH:9]=[C:10]([C:16]([OH:18])=[O:17])[C:11]2=[O:15])[CH:7]([CH3:19])[CH2:6][CH2:5][C:4]=3[C:3]=1[Br:20].[NH:21]1[CH2:26][CH2:25][NH:24][CH2:23][CH2:22]1.CN(C)P(=O)(N(C)C)N(C)C.C(O)(=O)C>O>[BrH:20].[N:21]1([C:3]2[C:4]3=[C:13]4[N:8]([CH:7]([CH3:19])[CH2:6][CH2:5]3)[CH:9]=[C:10]([C:16]([OH:18])=[O:17])[C:11](=[O:15])[C:12]4=[CH:14][C:2]=2[F:1])[CH2:26][CH2:25][NH:24][CH2:23][CH2:22]1 |f:5.6|. Procedure: A mixture of 3 g of 9-fluoro-8-bromo-5-methyl-6,7-dihydro-1-oxo-1H,5H-benzo[ij]quinolizine-2-carboxylic acid, 3.8 g of anhydrous piperazine and 30 ml of hexamethylphosphoric triamide was heated at 150° to 160° C. on a water bath for 5 hours in an argon stream. After completion of the reaction the solvent was removed under reduced pressure and 20 ml of ethyl acetate was added to the residue. The crystals precipitated were collected by filtration. The crystals thus-obtained were dissolved in 300 m... The reactants are CO, CCOC(=O)Cc1nc(-c2ccc(Cl)cc2)oc1-c1ccco1, [K+], [OH-]. Yields the product O=C([O-])Cc1nc(-c2ccc(Cl)cc2)oc1-c1ccco1, [K+]. RXN SMILES: [CH3:26][OH:27].[Cl:3][c:4]1[cH:5][cH:6][c:7](-[c:10]2[o:11][c:12](-[c:21]3[o:22][cH:23][cH:24][cH:25]3)[c:13]([CH2:15][C:16](=[O:17])[O:18][CH2:19][CH3:20])[n:14]2)[cH:8][cH:9]1.[K+:2].[OH-:1]>>[Cl:3][c:4]1[cH:5][cH:6][c:7](-[c:10]2[o:11][c:12](-[c:21]3[o:22][cH:23][cH:24][cH:25]3)[c:13]([CH2:15][C:16](=[O:17])[O-:18])[n:14]2)[cH:8][cH:9]1.[K+:2]. Starting materials: Y-zeolite, C(CCC)C(C=O)(CCC#N)CC (2-butyl-2-ethyl-4-cyanobutanal), N (ammonia), O=[Si]=O (Aerosil), N (NH3), [H][H] (hydrogen). Product: C(CCC)C1(CNCCC1)CC (3-butyl-3-ethylpiperidine), C(CCC)C(CN)(CCCN)CC (2-butyl-2-ethylpentane-1,5-diamine). Reaction SMILES: [CH2:1]([C:5]([CH2:12][CH3:13])([CH2:8][CH2:9][C:10]#[N:11])[CH:6]=O)[CH2:2][CH2:3][CH3:4].[NH3:14].O=[Si]=O.[H][H]>>[CH2:1]([C:5]1([CH2:12][CH3:13])[CH2:8][CH2:9][CH2:10][NH:11][CH2:6]1)[CH2:2][CH2:3][CH3:4].[CH2:1]([C:5]([CH2:12][CH3:13])([CH2:8][CH2:9][CH2:10][NH2:11])[CH2:6][NH2:14])[CH2:2][CH2:3][CH3:4]. Procedure: 41.6 g per hour of 2-butyl-2-ethyl-4-cyanobutanal (purity 90%, 37.4 g, 0.207 mol) and 1073 ml (646 g, 38.0 mol) per hour of liquid ammonia were pumped at 250 bar and 50° C. through a tubular reactor (diameter 16 mm, fill level 50 cm, oil-heated twin jacket) upstream of the hydrogenation reactor and filled with 43.3 g (96 ml) of a Y-zeolite pelleted with Aerosil 200 (HY-zeolite: Aerosil 200 =9:1, SiO2 :Al2O3 =6:1). The product stream was subsequently passed through the hydrogenation reactor from ...